From a dataset of the Open Reaction Database (ORD), a public repository of structured organic reaction records. describe an organic reaction: reactants, conditions, products, and yield Reactants: CC1=C(OC(C(=O)O)CC)C=CC(=C1)C ((2RS)-2-(2,4-dimethylphenoxy)butyric acid), [Si](C)(C)(C(C)(C)C)O[C@@H]1C=C2C=C[C@@H]([C@@H]([C@H]2[C@H](C1)O)CC[C@@H]1C[C@H](CC(O1)=O)O[Si](C)(C)C(C)(C)C)C ((4R,6R)-6-{(1S,2S,6S,8S,8aR)-2-[1,2,6,7,8,8a-hexahydro-6-t-butyldimethylsilyloxy-8-hydroxy-2-methyl-1-naphthyl]ethyl}tetrahydro-4-t-butyldimethylsilyloxy-2H-pyran-2-one). The product is [Si](C)(C)(C(C)(C)C)O[C@@H]1C=C2C=C[C@@H]([C@@H]([C@H]2[C@H](C1)OC(C(CC)OC1=C(C=C(C=C1)C)C)=O)CC[C@@H]1C[C@H](CC(O1)=O)O[Si](C)(C)C(C)(C)C)C ((4R,6R)-6-([1S,2S,6S,8S,8aR]-2-{1,2,6,7,8,8a-Hexahydro-6-t-butyldimethylsilyloxy-8-[(2RS)-2-(2,4-dimethylphenoxy)butyryloxy]-2-methyl-1-naphthyl}ethyl)tetrahydro-4-t-butyldimethylsilyloxy-2H-pyran-2-one). Yield: 1468.3%. As a reaction SMILES: [CH3:1][C:2]1[CH:14]=[C:13]([CH3:15])[CH:12]=[CH:11][C:3]=1[O:4][CH:5]([CH2:9][CH3:10])[C:6]([OH:8])=[O:7].[Si:16]([O:23][C@H:24]1[CH2:33][C@H:32](O)[C@H:31]2[C:26]([CH:27]=[CH:28][C@H:29]([CH3:52])[C@@H:30]2[CH2:35][CH2:36][C@H:37]2[O:42][C:41](=[O:43])[CH2:40][C@H:39]([O:44][Si:45]([C:48]([CH3:51])([CH3:50])[CH3:49])([CH3:47])[CH3:46])[CH2:38]2)=[CH:25]1)([C:19]([CH3:22])([CH3:21])[CH3:20])([CH3:18])[CH3:17]>>[Si:16]([O:23][C@H:24]1[CH2:33][C@H:32]([O:7][C:6](=[O:8])[CH:5]([O:4][C:3]2[CH:11]=[CH:12][C:13]([CH3:15])=[CH:14][C:2]=2[CH3:1])[CH2:9][CH3:10])[C@H:31]2[C:26]([CH:27]=[CH:28][C@H:29]([CH3:52])[C@@H:30]2[CH2:35][CH2:36][C@H:37]2[O:42][C:41](=[O:43])[CH2:40][C@H:39]([O:44][Si:45]([C:48]([CH3:51])([CH3:50])[CH3:49])([CH3:46])[CH3:47])[CH2:38]2)=[CH:25]1)([C:19]([CH3:20])([CH3:21])[CH3:22])([CH3:18])[CH3:17]. Procedure details: A procedure similar to that described in Example 1, above, was followed, but using 0.46 g of (2RS)-2-(2,4-dimethylphenoxy)butyric acid and 0.81 g of (4R,6R)-6-{(1S,2S,6S,8S,8aR)-2-[1,2,6,7,8,8a-hexahydro-6-t-butyldimethylsilyloxy-8-hydroxy-2-methyl-1-naphthyl]ethyl}tetrahydro-4-t-butyldimethylsilyloxy-2H-pyran-2-one [prepared as described in Example B, above], to give1.16 g of the title compound as a colorless foam.